From a dataset of the Open Reaction Database (ORD), a public repository of structured organic reaction records. describe an organic reaction: reactants, conditions, products, and yield The reactants are [Mg] (magnesium), C(C=C)Cl (allyl chloride), Ice, C1=CC=C(C=C1)N(C2=CC=CC=C2)C3=CC=C(C=C3)Br (4bromotriphenylamine), Grignard reagent. Run in CCOCC (ether), CCOCC (ether), C(C)OCC (diethylether), CCOCC (ether). Conditions: time 20 hour. Product: C1(=CC=CC=C1)N(C1=CC=CC=C1)C=CCC1=CC=CC=C1 (4-(N,N-diphenylamino)allylbenzene). Reaction SMILES: [Mg].[CH:2]1[CH:7]=[CH:6][C:5]([N:8]([C:15]2[CH:20]=[CH:19][C:18](Br)=[CH:17][CH:16]=2)[C:9]2[CH:14]=[CH:13][CH:12]=[CH:11][CH:10]=2)=[CH:4][CH:3]=1.[CH2:22](Cl)[CH:23]=[CH2:24]>CCOCC>[C:15]1([N:8]([CH:9]=[CH:14][CH2:13][C:12]2[CH:11]=[CH:10][CH:24]=[CH:23][CH:22]=2)[C:5]2[CH:6]=[CH:7][CH:2]=[CH:3][CH:4]=2)[CH:20]=[CH:19][CH:18]=[CH:17][CH:16]=1. Reported procedure: 1.0 g (40 mmol) of magnesium metal was placed in a 300 mL four-neck flask was filled with and the flask under nitrogen atmosphere. 100 mL of ether was added, and stirring was initiated. Then 30 mL of an ether solution of 8.6 g (27 mol) of 4bromotriphenylamine was slowly added by dropwise to the mixture. Adding 3 mL, refluxing was slowly started. In the course of refluxing, the addition of the diethylether solution was continued. Upon completion of the addition, refluxing was carried out for anot...